Dataset: the Open Reaction Database (ORD), a public repository of structured organic reaction records. Task: describe an organic reaction: reactants, conditions, products, and yield Conditions: temperature 30 celsius. As a reaction SMILES: [BH4-].[Na+].[CH3:3][CH2:4][CH2:5][C:6]#[C:7][CH2:8][CH2:9][CH3:10].[H][H].[CH3:13][CH2:14][CH2:15]/[CH:16]=[CH:17]\[CH2:18][CH2:19][CH3:20]>[Pd].CN(C=O)C>[CH3:3][CH2:4][CH2:5]/[CH:6]=[CH:7]/[CH2:8][CH2:9][CH3:10].[CH3:13][CH2:14]/[CH:15]=[CH:16]/[CH2:17][CH2:18][CH2:19][CH3:20].[CH3:3]/[CH:4]=[CH:5]\[CH2:6][CH2:7][CH2:8][CH2:9][CH3:10].[CH3:3][CH2:4][CH2:5][CH2:6][CH2:7][CH2:8][CH2:9][CH3:10] |f:0.1|. Procedure details: An example of an alkene compound produced by partially hydrogenating an alkyne compound in the presence of a hydrogenation catalyst containing a hydrogenation promoter and a reducing agent will be described. First, 37.8 mg (1.00 mmol) of NaBH4 was charged to a 100-mL glass autoclave which was equipped with a stirrer and whose periphery was kept at 30° C., and the autoclave was purged with argon gas. Subsequently, 10 mL of DMF, 1.47 mL (10 mmol) of 4-octyne, and 1.00 mL (Pd content=10 μmol) of th... The product is CCC\C=C\CCC (trans-4-octene), CC\C=C\CCCC (trans-3-octene), C\C=C/CCCCC (cis-2-octene), CCCCCCCC (octane). The reactants are CCCC#CCCC (4-octyne), ( 1 ), ( 1 ), alkene, [H][H] (hydrogen), alkyne, CCC\C=C/CCC (cis-4-octene), [BH4-].[Na+] (NaBH4), [BH4-].[Na+] (NaBH4), glass. The reagents and catalysts are [Pd] (Pd), catalyst ( 1 ). Solvent: CN(C)C=O (DMF).